describe an organic reaction: reactants, conditions, products, and yield From a dataset of the Open Reaction Database (ORD), a public repository of structured organic reaction records. The reactants are C(C1=CC=CC=C1)OCC(=O)N1CCC(CC1)C1=C(C=C(C=C1)N1C(O[C@H](C1)CNC(C)=O)=O)F ((S)-(−)-N-[[3-[4-[1-[(Benzyloxy)acetyl]-4-piperidinyl]-3-fluorophenyl]-2-oxo-5-oxazolidinyl]methyl]acetamide). Reagents/catalysts: [OH-].[OH-].[Pd+2] (palladium hydroxide on carbon). Solvent: CO (methanol). Conditions: time 4 hour. The product is OCC(=O)N1CCC(CC1)C1=C(C=C(C=C1)N1C(O[C@H](C1)CNC(C)=O)=O)F ((S)-(−)-N-[[3-[4-[1-(Hydroxyacetyl)-4-piperidinyl]-3-fluorophenyl]-2-oxo-5-oxazolidinyl]methyl]acetamide). Reaction SMILES: C([O:8][CH2:9][C:10]([N:12]1[CH2:17][CH2:16][CH:15]([C:18]2[CH:23]=[CH:22][C:21]([N:24]3[CH2:28][C@H:27]([CH2:29][NH:30][C:31](=[O:33])[CH3:32])[O:26][C:25]3=[O:34])=[CH:20][C:19]=2[F:35])[CH2:14][CH2:13]1)=[O:11])C1C=CC=CC=1>CO.[OH-].[OH-].[Pd+2]>[OH:8][CH2:9][C:10]([N:12]1[CH2:13][CH2:14][CH:15]([C:18]2[CH:23]=[CH:22][C:21]([N:24]3[CH2:28][C@H:27]([CH2:29][NH:30][C:31](=[O:33])[CH3:32])[O:26][C:25]3=[O:34])=[CH:20][C:19]=2[F:35])[CH2:16][CH2:17]1)=[O:11] |f:2.3.4|. Procedure details: A mixture of (S)-(−)-N-[[3-[4-[1-[(benzyloxy)acetyl]-4-piperidinyl]-3-fluorophenyl]-2-oxo-5-oxazolidinyl]methyl]acetamide (EXAMPLE 21, 5.00 g) and 20% palladium hydroxide on carbon (2.80 g) in methanol (500 mL) is stirred under a hydrogen atmosphere (balloon) for four hours, the catalyst is removed by filtration through Celite and the filtrate is concentrated under reduced pressure, triturated with methylene chloride/diethyl ether and filtered to give the title compound, mp 182-183° C. Starting materials: BrC1=C(C(=CC(=C1)C1=C2C=CC=CC2=CC=2OC(=C(C21)C)C)CC)O (2-bromo-4-(2,3-dimethyl-naphtho[2,3-b]furan-4-yl)-6-ethyl-phenol), ClS(=O)(=O)C1=CC(=C(C(=O)O)C=C1)O (4-chlorosulphonyl-2-hydroxybenzoic acid). Yields the product BrC1=C(OS(=O)(=O)C2=CC(=C(C(=O)O)C=C2)O)C(=CC(=C1)C1=C2C=CC=CC2=CC=2OC(=C(C21)C)C)CC (4-[2-Bromo-4-(2,3-dimethyl-naphtho[2,3-b]furan-4-yl)-6-ethyl-phenoxysulfonyl]-2-hydroxy-benzoic acid). The yield is 23.9%. Reaction SMILES: [Br:1][C:2]1[CH:7]=[C:6]([C:8]2[C:20]3[C:19]([CH3:21])=[C:18]([CH3:22])[O:17][C:16]=3[CH:15]=[C:14]3[C:9]=2[CH:10]=[CH:11][CH:12]=[CH:13]3)[CH:5]=[C:4]([CH2:23][CH3:24])[C:3]=1[OH:25].Cl[S:27]([C:30]1[CH:38]=[CH:37][C:33]([C:34]([OH:36])=[O:35])=[C:32]([OH:39])[CH:31]=1)(=[O:29])=[O:28]>>[Br:1][C:2]1[CH:7]=[C:6]([C:8]2[C:20]3[C:19]([CH3:21])=[C:18]([CH3:22])[O:17][C:16]=3[CH:15]=[C:14]3[C:9]=2[CH:10]=[CH:11][CH:12]=[CH:13]3)[CH:5]=[C:4]([CH2:23][CH3:24])[C:3]=1[O:25][S:27]([C:30]1[CH:38]=[CH:37][C:33]([C:34]([OH:36])=[O:35])=[C:32]([OH:39])[CH:31]=1)(=[O:29])=[O:28]. Procedure details: The title compound was prepared according to the procedure in Example 1, step 9, using 2-bromo-4-(2,3-dimethyl-naphtho[2,3-b]furan-4-yl)-6-ethyl-phenol (0.458 g, 1.16 mmol) and 4-chlorosulphonyl-2-hydroxybenzoic acid (0.994 g, 4.19 mmol). Purification on 2% H3PO4 /MeOH treated silica gel eluting with a 0 & 10% EtOAc/hexane step gradient gave 0.165 g of the title compound as a white solid, mp 238-243° C. 1H NMR (DMSO-d6) δ 1.13 (t, 3 H), 1.56 (s, 3 H), 2.39 (s, 3 H), 2.65-2.70 (m, 2 H), 7.37-7.60... Reactants: C(CCCCCCC)N (n-octylamine), C(C)(C)(C)C=1C=C(C(=O)OC2=CC=C(C(=O)Cl)C=C2C(C)(C)C)C=C(C1O)C(C)(C)C (4-(3,5-di-t-butyl-4-hydroxybenzoyloxy)-5-t-butylbenzoyl chloride). The product is C(CCCCCCC)NC(C1=CC=C(C(=C1)C(C)(C)C)OC(C1=CC(=C(C(=C1)C(C)(C)C)O)C(C)(C)C)=O)=O (N-n-octyl-4-(3,5-di-t-butyl-4-hydroxybenzoyloxy)-5-t-butylbenzamide). RXN SMILES: [CH2:1]([NH2:9])[CH2:2][CH2:3][CH2:4][CH2:5][CH2:6][CH2:7][CH3:8].[C:10]([C:14]1[CH:15]=[C:16]([CH:33]=[C:34]([C:37]([CH3:40])([CH3:39])[CH3:38])[C:35]=1[OH:36])[C:17]([O:19][C:20]1[C:28]([C:29]([CH3:32])([CH3:31])[CH3:30])=[CH:27][C:23]([C:24](Cl)=[O:25])=[CH:22][CH:21]=1)=[O:18])([CH3:13])([CH3:12])[CH3:11]>>[CH2:1]([NH:9][C:24](=[O:25])[C:23]1[CH:27]=[C:28]([C:29]([CH3:32])([CH3:31])[CH3:30])[C:20]([O:19][C:17](=[O:18])[C:16]2[CH:15]=[C:14]([C:10]([CH3:12])([CH3:11])[CH3:13])[C:35]([OH:36])=[C:34]([C:37]([CH3:40])([CH3:39])[CH3:38])[CH:33]=2)=[CH:21][CH:22]=1)[CH2:2][CH2:3][CH2:4][CH2:5][CH2:6][CH2:7][CH3:8]. Procedure details: Following the procedure of Example 8, n-octylamine is reacted with 4-(3,5-di-t-butyl-4-hydroxybenzoyloxy)-5-t-butylbenzoyl chloride to yield N-n-octyl-4-(3,5-di-t-butyl-4-hydroxybenzoyloxy)-5-t-butylbenzamide. Starting materials: O=C([O-])[O-], C#CCNC(=O)C(O)(c1ccccc1)c1ccccc1, CS(C)=O, [Cl-], [Cl-], Cl, [K+], [K+], [Na+]. The product is O=C(NCC#CCO)C(O)(c1ccccc1)c1ccccc1. Reaction SMILES: [C:22]([O-:23])(=[O:24])[O-:25].[CH2:1]([C:2]#[CH:3])[NH:4][C:5]([C:6]([c:7]1[cH:8][cH:9][cH:10][cH:11][cH:12]1)([c:13]1[cH:14][cH:15][cH:16][cH:17][cH:18]1)[OH:19])=[O:20].[CH3:31][S:32]([CH3:33])=[O:34].[Cl-:21].[Cl-:30].[ClH:28].[K+:26].[K+:27].[Na+:29]>>[CH2:1]([C:2]#[C:3][CH2:22][OH:23])[NH:4][C:5]([C:6]([c:7]1[cH:8][cH:9][cH:10][cH:11][cH:12]1)([c:13]1[cH:14][cH:15][cH:16][cH:17][cH:18]1)[OH:19])=[O:20]. Starting materials: CC(O[Si](C)(C)C(C)(C)C)C(Nc1ccc(C#N)c(Cl)c1)c1nnc(-c2ccc(C#N)cc2)o1, CCCC[N+](CCCC)(CCCC)CCCC, C1CCOC1, [F-]. The product is CC(O)C(Nc1ccc(C#N)c(Cl)c1)c1nnc(-c2ccc(C#N)cc2)o1. As a reaction SMILES: [C:1]([Si:2]([CH3:3])([CH3:4])[O:6][CH:7]([CH:8]([c:9]1[o:10][c:11](-[c:14]2[cH:15][cH:16][c:17]([C:20]#[N:21])[cH:18][cH:19]2)[n:12][n:13]1)[NH:22][c:23]1[cH:24][c:25]([Cl:31])[c:26]([C:27]#[N:28])[cH:29][cH:30]1)[CH3:32])([CH3:5])([CH3:33])[CH3:34].[CH2:36]([N+:37]([CH2:38][CH2:39][CH2:40][CH3:41])([CH2:42][CH2:43][CH2:44][CH3:45])[CH2:46][CH2:47][CH2:48][CH3:49])[CH2:50][CH2:51][CH3:52].[CH2:53]1[O:54][CH2:55][CH2:56][CH2:57]1.[F-:35]>>[OH:6][CH:7]([CH:8]([c:9]1[o:10][c:11](-[c:14]2[cH:15][cH:16][c:17]([C:20]#[N:21])[cH:18][cH:19]2)[n:12][n:13]1)[NH:22][c:23]1[cH:24][c:25]([Cl:31])[c:26]([C:27]#[N:28])[cH:29][cH:30]1)[CH3:32].